describe an organic reaction: reactants, conditions, products, and yield From a dataset of the Open Reaction Database (ORD), a public repository of structured organic reaction records. Starting materials: C1COCCO1, COC(=O)c1cc(Cc2c(C)c(OC)c(OC)c(OC)c2OC)ccc1OCc1cccnc1, Cl, [Na+], [OH-], O. Yields the product COc1c(C)c(Cc2ccc(OCc3cccnc3)c(C(=O)O)c2)c(OC)c(OC)c1OC. As a reaction SMILES: [CH2:38]1[O:39][CH2:40][CH2:41][O:42][CH2:43]1.[CH3:1][O:2][c:3]1[c:4]([CH3:34])[c:5]([CH2:6][c:7]2[cH:8][cH:9][c:10]([O:17][CH2:18][c:19]3[cH:20][n:21][cH:22][cH:23][cH:24]3)[c:11]([C:12](=[O:13])[O:14][CH3:15])[cH:16]2)[c:25]([O:32][CH3:33])[c:26]([O:30][CH3:31])[c:27]1[O:28][CH3:29].[ClH:35].[Na+:37].[OH-:36].[OH2:44]>>[CH3:1][O:2][c:3]1[c:4]([CH3:34])[c:5]([CH2:6][c:7]2[cH:8][cH:9][c:10]([O:17][CH2:18][c:19]3[cH:20][n:21][cH:22][cH:23][cH:24]3)[c:11]([C:12](=[O:13])[OH:14])[cH:16]2)[c:25]([O:32][CH3:33])[c:26]([O:30][CH3:31])[c:27]1[O:28][CH3:29]. Starting materials: COC1=CC=C(C=C1)N1CCN(CC1)CCC1=CC=CC=C1 (1-(4-methoxyphenyl)-4-phenethylpiperazine), FC1=C(C=C(C(=C1)OC)F)N1CCC(CC1)\C=C/CC1=CC=CC=C1 ((Z)-1-(2,5-difluoro-4-methoxyphenyl)-4-(3-phenyl-1-propen-1-yl)piperidine). The product is FC1=C(C=C(C(=C1)N1CCC(CC1)\C=C/CC1=CC=CC=C1)F)O ((Z)-2,5-difluoro-4-[4-(3-phenyl-1-propen-1-yl)-piperidino]phenol). Isolated yield 278.0%. RXN SMILES: COC1C=CC(N2CCN(CCC3C=CC=CC=3)CC2)=CC=1.[F:23][C:24]1[CH:29]=[C:28]([O:30]C)[C:27]([F:32])=[CH:26][C:25]=1[N:33]1[CH2:38][CH2:37][CH:36](/[CH:39]=[CH:40]\[CH2:41][C:42]2[CH:47]=[CH:46][CH:45]=[CH:44][CH:43]=2)[CH2:35][CH2:34]1>>[F:32][C:27]1[CH:26]=[C:25]([N:33]2[CH2:38][CH2:37][CH:36](/[CH:39]=[CH:40]\[CH2:41][C:42]3[CH:47]=[CH:46][CH:45]=[CH:44][CH:43]=3)[CH2:35][CH2:34]2)[C:24]([F:23])=[CH:29][C:28]=1[OH:30]. Procedure details: Production Example 2 was repeated except that 1-(4-methoxyphenyl)-4-phenethylpiperazine was replaced with (Z)-1-(2,5-difluoro-4-methoxyphenyl)-4-(3-phenyl-1-propen-1-yl)piperidine (18 mg), to provide crude (Z)-2,5-difluoro-4-[4-(3-phenyl-1-propen-1-yl)-piperidino]phenol (48 mg). Reactants: O=C(N=C=S)c1ccccc1, Cc1ccccc1, NC1CCN(Cc2ccc3ccccc3c2)CC1. Product: O=C(NC(=S)NC1CCN(Cc2ccc3ccccc3c2)CC1)c1ccccc1. RXN SMILES: [C:19]([c:20]1[cH:21][cH:22][cH:23][cH:24][cH:25]1)(=[O:26])[N:27]=[C:28]=[S:29].[CH3:30][c:31]1[cH:32][cH:33][cH:34][cH:35][cH:36]1.[NH2:1][CH:2]1[CH2:3][CH2:4][N:5]([CH2:8][c:9]2[cH:10][c:11]3[cH:12][cH:13][cH:14][cH:15][c:16]3[cH:17][cH:18]2)[CH2:6][CH2:7]1>>[NH:1]([CH:2]1[CH2:3][CH2:4][N:5]([CH2:8][c:9]2[cH:10][c:11]3[cH:12][cH:13][cH:14][cH:15][c:16]3[cH:17][cH:18]2)[CH2:6][CH2:7]1)[C:28]([NH:27][C:19]([c:20]1[cH:21][cH:22][cH:23][cH:24][cH:25]1)=[O:26])=[S:29]. Starting materials: C1CCOC1, COC(=O)c1ccc(C2=Nc3cc(C(C)=O)ccc3N(C)c3cc4c(cc32)C(C)(C)CCC4(C)C)c(F)c1, CO, Cl, [Na+], [OH-]. The product is CC(=O)c1ccc2c(c1)N=C(c1ccc(C(=O)O)cc1F)c1cc3c(cc1N2C)C(C)(C)CCC3(C)C. Reaction SMILES: [CH2:39]1[O:40][CH2:41][CH2:42][CH2:43]1.[CH3:1][O:2][C:3]([c:4]1[cH:5][c:6]([F:37])[c:7]([C:10]2=[N:11][c:12]3[c:13]([cH:30][cH:31][c:32]([C:34]([CH3:35])=[O:36])[cH:33]3)[N:14]([CH3:29])[c:15]3[c:16]2[cH:17][c:18]2[c:23]([cH:24]3)[C:22]([CH3:25])([CH3:26])[CH2:21][CH2:20][C:19]2([CH3:27])[CH3:28])[cH:8][cH:9]1)=[O:38].[CH3:47][OH:48].[ClH:46].[Na+:45].[OH-:44]>>[O:2]=[C:3]([c:4]1[cH:5][c:6]([F:37])[c:7]([C:10]2=[N:11][c:12]3[c:13]([cH:30][cH:31][c:32]([C:34]([CH3:35])=[O:36])[cH:33]3)[N:14]([CH3:29])[c:15]3[c:16]2[cH:17][c:18]2[c:23]([cH:24]3)[C:22]([CH3:25])([CH3:26])[CH2:21][CH2:20][C:19]2([CH3:27])[CH3:28])[cH:8][cH:9]1)[OH:38]. The reactants are CCOC(C)=O, CC(=O)NCCCl, ClCCl, ClP(Cl)(Cl)(Cl)Cl, COC(=O)c1ccncc1-c1cccc(N)c1, [NH4+], [OH-]. The product is COC(=O)c1ccncc1-c1cccc(N2CCN=C2C)c1. Reaction SMILES: [CH3:33][CH2:34][O:35][C:36](=[O:37])[CH3:38].[Cl:1][CH2:2][CH2:3][NH:4][C:5]([CH3:6])=[O:7].[Cl:39][CH2:40][Cl:41].[Cl:8][P:9]([Cl:10])([Cl:11])([Cl:12])[Cl:13].[NH2:14][c:15]1[cH:16][c:17](-[c:21]2[c:22]([C:23](=[O:24])[O:25][CH3:26])[cH:27][cH:28][n:29][cH:30]2)[cH:18][cH:19][cH:20]1.[NH4+:31].[OH-:32]>>[CH2:2]1[CH2:3][N:4]=[C:5]([CH3:6])[N:14]1[c:15]1[cH:16][c:17](-[c:21]2[c:22]([C:23](=[O:24])[O:25][CH3:26])[cH:27][cH:28][n:29][cH:30]2)[cH:18][cH:19][cH:20]1.